From a dataset of the Open Reaction Database (ORD), a public repository of structured organic reaction records. describe an organic reaction: reactants, conditions, products, and yield Starting materials: C(C)(=O)OCC (ethyl acetate), C(C)(=O)OC=1C=C(C=C2C(CC(OC12)(C)C)(C)C)Br (8-acetoxy-6-bromo-2,2,4,4-tetramethyl chroman), C(C)(=O)OC=1C=C(C=C2C(CC(OC12)(C)C)(C)C)Br (8-acetoxy-6-bromo-2,2,4,4-tetramethyl chroman), C([O-])([O-])=O.[Na+].[Na+] (sodium carbonate). Solvent: CO (methanol), CCCCCC (hexane). Reaction conditions: time 8 hour. The product is BrC=1C=C2C(CC(OC2=C(C1)O)(C)C)(C)C (6-Bromo-8-hydroxy-2,2,4,4-tetramethyl chroman). Yield: 83.7%. Reaction SMILES: C([O:4][C:5]1[CH:6]=[C:7]([Br:19])[CH:8]=[C:9]2[C:14]=1[O:13][C:12]([CH3:16])([CH3:15])[CH2:11][C:10]2([CH3:18])[CH3:17])(=O)C.C(=O)([O-])[O-].[Na+].[Na+].C(OCC)(=O)C>CO.CCCCCC>[Br:19][C:7]1[CH:8]=[C:9]2[C:14](=[C:5]([OH:4])[CH:6]=1)[O:13][C:12]([CH3:16])([CH3:15])[CH2:11][C:10]2([CH3:18])[CH3:17] |f:1.2.3|. Procedure details: A solution of 8-acetoxy-6-bromo-2,2,4,4-tetramethyl chroman (Intermediate 16, 1.3 g, 3.98 mmol) in methanol was treated with sodium carbonate (0.8 g, 7.95 mmol) and the resulting reaction mixture was stirred at ambient temperature overnight. The volatiles were evaporated in vacuo, the residue was diluted with water and extracted with ethyl acetate. The organic phase was dried over anhydrous magnesium sulfate, filtered and evaporated in vacuo to afford a residue that on flash column chromatograph...